From a dataset of the Open Reaction Database (ORD), a public repository of structured organic reaction records. describe an organic reaction: reactants, conditions, products, and yield Reactants: CC(=O)O, O=Cc1ccc(F)cc1, Nc1ccccc1, O, c1ccccc1. Yields the product Fc1ccc(C=Nc2ccccc2)cc1. As a reaction SMILES: [CH3:23][C:24](=[O:25])[OH:26].[F:1][c:2]1[cH:3][cH:4][c:5]([CH:6]=[O:7])[cH:8][cH:9]1.[NH2:10][c:11]1[cH:12][cH:13][cH:14][cH:15][cH:16]1.[OH2:27].[cH:17]1[cH:18][cH:19][cH:20][cH:21][cH:22]1>>[F:1][c:2]1[cH:3][cH:4][c:5]([CH:6]=[N:10][c:11]2[cH:12][cH:13][cH:14][cH:15][cH:16]2)[cH:8][cH:9]1. The reactants are N#CC(Cl)(Cl)Cl, CCOC(=O)c1cc(F)c(F)c(C=NO)c1F. Yields the product CCOC(=O)c1cc(F)c(F)c(C#N)c1F. RXN SMILES: [Cl:18][C:19]([Cl:20])([Cl:21])[C:22]#[N:23].[OH:1][N:2]=[CH:3][c:4]1[c:5]([F:17])[c:6]([C:7](=[O:8])[O:9][CH2:10][CH3:11])[cH:12][c:13]([F:16])[c:14]1[F:15]>>[N:2]#[C:3][c:4]1[c:5]([F:17])[c:6]([C:7](=[O:8])[O:9][CH2:10][CH3:11])[cH:12][c:13]([F:16])[c:14]1[F:15]. Reactants: BrC1=CC=C(C=C1)C1C(CN(CC1)C(=O)OC(C)(C)C)O (tert-butyl (3RS,4RS)-4-(4-bromo-phenyl)-3-hydroxy-piperidine-1-carboxylate), [C]=O (carbon monoxide), PdCl2 (CH3CN)2, C1(=CC=CC=C1)P(CCCP(C1=CC=CC=C1)C1=CC=CC=C1)C1=CC=CC=C1 (1,3-bis(diphenylphosphino)-propane). The solvent is C(C)N(CC)CC (triethylamine). Yields the product OC1CN(CCC1C1=CC=C(C=C1)C(=O)OC)C(=O)OC(C)(C)C (tert-butyl (3RS,4RS)-3-hydroxy-4-(4-methoxycarbonyl-phenyl)-piperidine-1-carboxylate). Reaction SMILES: Br[C:2]1[CH:7]=[CH:6][C:5]([CH:8]2[CH2:13][CH2:12][N:11]([C:14]([O:16][C:17]([CH3:20])([CH3:19])[CH3:18])=[O:15])[CH2:10][CH:9]2[OH:21])=[CH:4][CH:3]=1.C1(P(C2C=CC=CC=2)CCCP(C2C=CC=CC=2)C2C=CC=CC=2)C=CC=CC=1.[C]=O>C(N(CC)CC)C>[OH:21][CH:9]1[CH:8]([C:5]2[CH:6]=[CH:7][C:2]([C:14]([O:16][CH3:17])=[O:15])=[CH:3][CH:4]=2)[CH2:13][CH2:12][N:11]([C:14]([O:16][C:17]([CH3:20])([CH3:19])[CH3:18])=[O:15])[CH2:10]1 |^3:50|. Procedure details: In an analogous manner to that described in Example 22(d), by carbonylating tert-butyl (3RS,4RS)-4-(4-bromo-phenyl)-3-hydroxy-piperidine-1-carboxylate using PdCl2 (CH3CN)2 and 1,3-bis(diphenylphosphino)-propane as the catalyst in the presence of triethylamine under 10 bar of carbon monoxide at 100° C. for 40 hours there was obtained tert-butyl (3RS,4RS)-3-hydroxy-4-(4-methoxycarbonyl-phenyl)-piperidine-1-carboxylate as white crystals; m.p.: 145.5-146° C., MS: 279 (M-C4H8)+. Reaction SMILES: [F:1][C:2]1[CH:7]=[CH:6][C:5]([C:8](=[O:13])[CH2:9]S(C)=O)=[C:4]([NH:14][CH3:15])[CH:3]=1.C(O)C>C(O)(=O)C.[Zn]>[F:1][C:2]1[CH:7]=[CH:6][C:5]([C:8](=[O:13])[CH3:9])=[C:4]([NH:14][CH3:15])[CH:3]=1. Conditions: time 2 hour. Reagents/catalysts: [Zn] (zinc). Reactants: FC1=CC(=C(C=C1)C(CS(=O)C)=O)NC (1-(4-fluoro-2-methylaminophenyl)-2-methylsulphinylethanone), C(C)O (ethanol). The solvent is C(C)(=O)O (acetic acid), C(C)(=O)O (acetic acid). The product is FC1=CC(=C(C=C1)C(C)=O)NC (4'-fluoro-2'-(methylamino)acetophenone). Procedure: A solution of 1-(4-fluoro-2-methylaminophenyl)-2-methylsulphinylethanone (161.0 g), prepared in a similar manner to that described in Example 1, in acetic acid (770 ml) was added to a stirred mixture of zinc dust (228.2 g), acetic acid (210 ml) and ethanol (392 ml) at 80° over 1 hour. The mixture was stirred at 80° for a further 2 hours and then allowed to cool to ambient temperature. The combined filtrates obtained after filtration and washing the residue with dichloromethane (400 ml) were conc... The reactants are CCN(C(C)C)C(C)C, ClCCl, CC#N, COC(=O)CCC(C(N)=O)N1Cc2c(OCc3ccc(CBr)cc3)cccc2C1=O, c1nc[nH]n1. The product is COC(=O)CCC(C(N)=O)N1Cc2c(OCc3ccc(Cn4cncn4)cc3)cccc2C1=O. As a reaction SMILES: [CH2:36]([N:37]([CH:38]([CH3:39])[CH3:40])[CH:41]([CH3:42])[CH3:43])[CH3:44].[CH2:45]([Cl:46])[Cl:47].[CH3:48][C:49]#[N:50].[NH2:1][C:2]([CH:3]([CH2:4][CH2:5][C:6](=[O:7])[O:8][CH3:9])[N:10]1[C:11](=[O:29])[c:12]2[cH:13][cH:14][cH:15][c:16]([O:19][CH2:20][c:21]3[cH:22][cH:23][c:24]([CH2:27][Br:28])[cH:25][cH:26]3)[c:17]2[CH2:18]1)=[O:30].[nH:31]1[n:32][cH:33][n:34][cH:35]1>>[NH2:1][C:2]([CH:3]([CH2:4][CH2:5][C:6](=[O:7])[O:8][CH3:9])[N:10]1[C:11](=[O:29])[c:12]2[cH:13][cH:14][cH:15][c:16]([O:19][CH2:20][c:21]3[cH:22][cH:23][c:24]([CH2:27][n:31]4[n:32][cH:33][n:34][cH:35]4)[cH:25][cH:26]3)[c:17]2[CH2:18]1)=[O:30]. Reactants: ClC(=O)OCC (Ethyl chloroformate), ClC=1C=CC2=C([C@@H]3[C@H](CN(C3)CC3=CC=CC=C3)C3=C(O2)C=CC=C3)C1 (trans-5-chloro-2,3,3a,12b-tetrahydro-2-benzyl-1H-dibenz[2,3:6,7]-oxepino[4,5-c]pyrrole). Solvent: C1(=CC=CC=C1)C (toluene). The product is ClC=1C=CC2=C([C@@H]3[C@H](CN(C3)C(=O)OCC)C3=C(O2)C=CC=C3)C1 (trans-5-chloro-2,3,3a,12b-tetrahydro-2-ethoxycarbonyl-1H-dibenz[2,3:6,7]-oxepino[4,5-c]pyrrole). As a reaction SMILES: Cl[C:2]([O:4][CH2:5][CH3:6])=[O:3].[Cl:7][C:8]1[CH:9]=[CH:10][C:11]2[O:27][C:26]3[CH:28]=[CH:29][CH:30]=[CH:31][C:25]=3[C@H:14]3[CH2:15][N:16](CC4C=CC=CC=4)[CH2:17][C@@H:13]3[C:12]=2[CH:32]=1>C1(C)C=CC=CC=1>[Cl:7][C:8]1[CH:9]=[CH:10][C:11]2[O:27][C:26]3[CH:28]=[CH:29][CH:30]=[CH:31][C:25]=3[C@H:14]3[CH2:15][N:16]([C:2]([O:4][CH2:5][CH3:6])=[O:3])[CH2:17][C@@H:13]3[C:12]=2[CH:32]=1. Reported procedure: Ethyl chloroformate (5 ml) was added to a solution of trans-5-chloro-2,3,3a,12b-tetrahydro-2-benzyl-1H-dibenz[2,3:6,7]-oxepino[4,5-c]pyrrole (470 mg, 1.3 mmol) in toluene (30 ml). The reaction mixture was heated to reflux overnight under inert nitrogen atmosphere to give complete conversion. The resulting dark reaction mixture was concentrated under vacuum to give crude title compound as a black oil. MS: M+1=344 found.